Dataset: the Open Reaction Database (ORD), a public repository of structured organic reaction records. Task: describe an organic reaction: reactants, conditions, products, and yield Starting materials: Cl, [La+3], O=[N+]([O-])[O-], O=[N+]([O-])[O-], O=[N+]([O-])[O-], [Na+], O=[N+]([O-])[O-], O, Oc1ccc(SC2CCCc3cccnc32)cc1. Yields the product O=[N+]([O-])c1cc(SC2CCCc3cccnc32)ccc1O. Reaction SMILES: [ClH:38].[La+3:28].[N+:24]([O-:25])([O-:26])=[O:27].[N+:29]([O-:30])([O-:31])=[O:32].[N+:33]([O-:34])([O-:35])=[O:36].[Na+:19].[O-:20][N+:21]([O-:22])=[O:23].[OH2:37].[OH:1][c:2]1[cH:3][cH:4][c:5]([S:8][CH:9]2[CH2:10][CH2:11][CH2:12][c:13]3[cH:14][cH:15][cH:16][n:17][c:18]32)[cH:6][cH:7]1>>[OH:1][c:2]1[c:3]([N+:21](=[O:20])[O-:22])[cH:4][c:5]([S:8][CH:9]2[CH2:10][CH2:11][CH2:12][c:13]3[cH:14][cH:15][cH:16][n:17][c:18]32)[cH:6][cH:7]1.